describe an organic reaction: reactants, conditions, products, and yield From a dataset of the Open Reaction Database (ORD), a public repository of structured organic reaction records. Product: FC=1C=C(CN2N=C(C(=C2C)C2=CN(C3=NC=C(C=C32)C=3C=CC(=C(C3)NS(=O)(=O)C)OCCCO)S(=O)(=O)C3=CC=C(C)C=C3)C)C=CC1 (N-(5-(3-(1-(3-fluorobenzyl)-3,5-dimethyl-1H-pyrazol-4-yl)-1-tosyl-1H-pyrrolo[2,3-b]pyridin-5-yl)-2-(3-hydroxyprop oxy)phenyl)methanesulfonamide). Procedure details: A stirred solution of N-(5-(3-(1-(3-fluorobenzyl)-3,5-dimethyl-1H-pyrazol-4-yl)-1-tosyl-1H-pyrrolo[2,3-b]pyridin-5-yl)-2-(3-((4-methoxybenzyl)oxy)prop oxy)phenyl)methanesulfonamide (120 mg, 0.1 mmol), TFA/toluene (169 mg/3 mL) was heated to 80° C. for overnight. TLC showed reaction completion. Reaction mass was cooled to RT and solvents evaporated under reduced pressure. This afforded 60 mg of the crude titled compound. MS: m/z=718.2 (M+1). The reactants are FC=1C=C(CN2N=C(C(=C2C)C2=CN(C3=NC=C(C=C32)C=3C=CC(=C(C3)NS(=O)(=O)C)OCCCOCC3=CC=C(C=C3)OC)S(=O)(=O)C3=CC=C(C)C=C3)C)C=CC1 (N-(5-(3-(1-(3-fluorobenzyl)-3,5-dimethyl-1H-pyrazol-4-yl)-1-tosyl-1H-pyrrolo[2,3-b]pyridin-5-yl)-2-(3-((4-methoxybenzyl)oxy)prop oxy)phenyl)methanesulfonamide), C(=O)(C(F)(F)F)O.C1(=CC=CC=C1)C (TFA toluene). RXN SMILES: [F:1][C:2]1[CH:3]=[C:4]([CH:57]=[CH:58][CH:59]=1)[CH2:5][N:6]1[C:10]([CH3:11])=[C:9]([C:12]2[C:20]3[C:15](=[N:16][CH:17]=[C:18]([C:21]4[CH:22]=[CH:23][C:24]([O:32][CH2:33][CH2:34][CH2:35][O:36]CC5C=CC(OC)=CC=5)=[C:25]([NH:27][S:28]([CH3:31])(=[O:30])=[O:29])[CH:26]=4)[CH:19]=3)[N:14]([S:46]([C:49]3[CH:55]=[CH:54][C:52]([CH3:53])=[CH:51][CH:50]=3)(=[O:48])=[O:47])[CH:13]=2)[C:8]([CH3:56])=[N:7]1.C(O)(C(F)(F)F)=O.C1(C)C=CC=CC=1>>[F:1][C:2]1[CH:3]=[C:4]([CH:57]=[CH:58][CH:59]=1)[CH2:5][N:6]1[C:10]([CH3:11])=[C:9]([C:12]2[C:20]3[C:15](=[N:16][CH:17]=[C:18]([C:21]4[CH:22]=[CH:23][C:24]([O:32][CH2:33][CH2:34][CH2:35][OH:36])=[C:25]([NH:27][S:28]([CH3:31])(=[O:29])=[O:30])[CH:26]=4)[CH:19]=3)[N:14]([S:46]([C:49]3[CH:50]=[CH:51][C:52]([CH3:53])=[CH:54][CH:55]=3)(=[O:47])=[O:48])[CH:13]=2)[C:8]([CH3:56])=[N:7]1 |f:1.2|.